From a dataset of the Open Reaction Database (ORD), a public repository of structured organic reaction records. describe an organic reaction: reactants, conditions, products, and yield Starting materials: C(C)(C)(C)OC([C@H](CC1=CC=C(C=C1)OCCCC(NC=1NCCCN1)=O)NS(=O)(=O)C1=CC=CC=C1)=O ((2S)-2-benzenesulfonylamino-3-{4-[3-(1,4,5,6-tetrahydropyrimidin-2-ylcarbamoyl)-propoxy]-phenyl}-propionic acid tert-butyl ester). Solvent: FC(C(=O)O)(F)F.O (trifluoroacetic acid water). Conditions: time 2 hour. Yields the product C1(=CC=CC=C1)S(=O)(=O)N[C@H](C(=O)O)CC1=CC=C(C=C1)OCCCC(NC=1NCCCN1)=O ((2S)-2-Benzenesulfonylamino-3-{4-[3-(1,4,5,6-tetrahydropyrimidin-2-ylcarbamoyl)-propoxy]-phenyl}-propionic acid). RXN SMILES: C([O:5][C:6](=[O:38])[C@@H:7]([NH:28][S:29]([C:32]1[CH:37]=[CH:36][CH:35]=[CH:34][CH:33]=1)(=[O:31])=[O:30])[CH2:8][C:9]1[CH:14]=[CH:13][C:12]([O:15][CH2:16][CH2:17][CH2:18][C:19](=[O:27])[NH:20][C:21]2[NH:22][CH2:23][CH2:24][CH2:25][N:26]=2)=[CH:11][CH:10]=1)(C)(C)C>FC(F)(F)C(O)=O.O>[C:32]1([S:29]([NH:28][C@@H:7]([CH2:8][C:9]2[CH:14]=[CH:13][C:12]([O:15][CH2:16][CH2:17][CH2:18][C:19](=[O:27])[NH:20][C:21]3[NH:26][CH2:25][CH2:24][CH2:23][N:22]=3)=[CH:11][CH:10]=2)[C:6]([OH:38])=[O:5])(=[O:31])=[O:30])[CH:33]=[CH:34][CH:35]=[CH:36][CH:37]=1 |f:1.2|. Reported procedure: 40.1 mg of (2S)-2-benzenesulfonylamino-3-{4-[3-(1,4,5,6-tetrahydropyrimidin-2-ylcarbamoyl)-propoxy]-phenyl}-propionic acid tert-butyl ester were dissolved in trifluoroacetic acid/water (95/5) and stirred for 2 hours. The solvent was removed in vacuo, and the residue was dissolved in acetic acid/water and lyophilized. Yield 24 mg. MS (ES+): m/e=489.2 (M+H)+. Reactants: FC1=CC=C(CNC(=O)C=2N=C3C=4C(=CC=NC4C2OC)N(C(N3C)=O)CCN3CCOCC3)C=C1 (N-(4-fluorobenzyl)-6-methoxy-3-methyl-1-(2-morpholin-4-ylethyl)-2-oxo-2,3-dihydro-1H-pyrimido[4,5,6-de]-1,6-naphthyridine-5-carboxamide), B(Br)(Br)Br (boron tribromide), solution. Run in C(Cl)Cl (CH2Cl2), C(Cl)Cl (CH2Cl2). Run at time 16 hour. Yields the product FC1=CC=C(CNC(=O)C=2N=C3C=4C(=CC=NC4C2O)N(C(N3C)=O)CCN3CCOCC3)C=C1 (N-(4-fluorobenzyl)-6-hydroxy-3-methyl-1-(2-morpholin-4-ylethyl)-2-oxo-2,3-dihydro-1H-pyrimido[4,5,6-de]-1,6-naphthyridine-5-carboxamide). As a reaction SMILES: [F:1][C:2]1[CH:36]=[CH:35][C:5]([CH2:6][NH:7][C:8]([C:10]2[N:11]=[C:12]3[N:24]([CH3:25])[C:23](=[O:26])[N:22]([CH2:27][CH2:28][N:29]4[CH2:34][CH2:33][O:32][CH2:31][CH2:30]4)[C:14]4=[CH:15][CH:16]=[N:17][C:18]([C:19]=2[O:20]C)=[C:13]34)=[O:9])=[CH:4][CH:3]=1.B(Br)(Br)Br>C(Cl)Cl>[F:1][C:2]1[CH:36]=[CH:35][C:5]([CH2:6][NH:7][C:8]([C:10]2[N:11]=[C:12]3[N:24]([CH3:25])[C:23](=[O:26])[N:22]([CH2:27][CH2:28][N:29]4[CH2:34][CH2:33][O:32][CH2:31][CH2:30]4)[C:14]4=[CH:15][CH:16]=[N:17][C:18]([C:19]=2[OH:20])=[C:13]34)=[O:9])=[CH:4][CH:3]=1. Procedure details: To a solution of N-(4-fluorobenzyl)-6-methoxy-3-methyl-1-(2-morpholin-4-ylethyl)-2-oxo-2,3-dihydro-1H-pyrimido[4,5,6-de]-1,6-naphthyridine-5-carboxamide from step 1 (0.038 g, 0.077 mmol) in CH2Cl2 (1 mL) at −78 C was added boron tribromide (0.077 mL of a 1M solution in CH2Cl2, 0.077 mmol). The reaction was allowed to warm to room temperature and stirred an additional 16 hr. The solvent was evaporated in vacuo and the residue dissolved in methanol (2 mL) and the solvent again evaporated in vacuo.... Reactants: C(C1=CC=CC=C1)SC=1N=NN(N1)CC1=NN=NN1 (5-Benzylthio-2-(1H-tetrazole-5-ylmethyl)-2H-tetrazole). Reagents/catalysts: [Hg] (mercury). Run in CN(C)C=O (DMF). Reaction conditions: time 500 second. Product: N1N=NN=C1CN1N=C(N=N1)S (2-(1H-Tetrazole-5-ylmethyl)-2H-tetrazole-5-thiol). As a reaction SMILES: C([S:8][C:9]1[N:10]=[N:11][N:12]([CH2:14][C:15]2[NH:19][N:18]=[N:17][N:16]=2)[N:13]=1)C1C=CC=CC=1>[Hg].CN(C=O)C>[NH:16]1[C:15]([CH2:14][N:12]2[N:11]=[N:10][C:9]([SH:8])=[N:13]2)=[N:19][N:18]=[N:17]1. Procedure: 5-Benzylthio-2-(1H-tetrazole-5-ylmethyl)-2H-tetrazole, 175 mg., prepared as described above under part C, was dissolved in 40 ml. of distilled DMF and reduced at the mercury pool cathode (14 cm2Hg pool) with a platinium wire anode. The electrodes were separated by a glass frit. The electrolyte was tetraethylammonium perchlorate, 0.1 M in the DMF solution of the substrate. The electrolysis was carried out at -2.7 to -2.85 volts for 500 seconds at -2.80 v. for about 630 seconds.